This data is from the Open Reaction Database (ORD), a public repository of structured organic reaction records. The task is: describe an organic reaction: reactants, conditions, products, and yield Reactants: O=C([O-])[O-], COS(=O)(=O)OC, CC(C)=O, [K+], [K+], CC1C(=O)N(C)c2cccc(O)c21. The product is COc1cccc2c1C(C)C(=O)N2C. As a reaction SMILES: [C:14](=[O:15])([O-:16])[O-:17].[CH3:20][O:21][S:22]([O:23][CH3:24])(=[O:25])=[O:26].[CH3:27][C:28](=[O:29])[CH3:30].[K+:18].[K+:19].[OH:1][c:2]1[c:3]2[c:7]([cH:8][cH:9][cH:10]1)[N:6]([CH3:11])[C:5](=[O:12])[CH:4]2[CH3:13]>>[O:1]([c:2]1[c:3]2[c:7]([cH:8][cH:9][cH:10]1)[N:6]([CH3:11])[C:5](=[O:12])[CH:4]2[CH3:13])[CH3:14]. Starting materials: O=C1C2CCCC2=Nc2ccc(F)cc2N1Cc1ccccc1, CCOCC. The product is O=C1C2CCCC2Nc2ccc(F)cc2N1Cc1ccccc1. Reaction SMILES: [CH2:1]([c:2]1[cH:3][cH:4][cH:5][cH:6][cH:7]1)[N:8]1[c:9]2[c:10]([cH:19][cH:20][c:21]([F:23])[cH:22]2)[N:11]=[C:12]2[CH:13]([C:14]1=[O:15])[CH2:16][CH2:17][CH2:18]2.[CH3:24][CH2:25][O:26][CH2:27][CH3:28]>>[CH2:1]([c:2]1[cH:3][cH:4][cH:5][cH:6][cH:7]1)[N:8]1[c:9]2[c:10]([cH:19][cH:20][c:21]([F:23])[cH:22]2)[NH:11][CH:12]2[CH:13]([C:14]1=[O:15])[CH2:16][CH2:17][CH2:18]2. The reactants are CCO, Cc1cn(-c2ccc([N+](=O)[O-])cc2)cn1, O=C[O-], [NH4+], [Pd]. The product is Cc1cn(-c2ccc(N)cc2)cn1. As a reaction SMILES: [CH3:20][CH2:21][OH:22].[CH3:5][c:6]1[n:7][cH:8][n:9](-[c:11]2[cH:12][cH:13][c:14]([N+:17]([O-:18])=[O:19])[cH:15][cH:16]2)[cH:10]1.[CH:1]([O-:2])=[O:3].[NH4+:4].[Pd:23]>>[CH3:5][c:6]1[n:7][cH:8][n:9](-[c:11]2[cH:12][cH:13][c:14]([NH2:17])[cH:15][cH:16]2)[cH:10]1. The reactants are C1(=CC=CC=C1)/C=C/C1=CC=C(C=C1)[C@H]1CC[C@H](N1C(=O)OC(C)(C)C)C(=O)OC (1-(1,1-dimethylethyl) 2-methyl (2S,5R)-5-{4-[(E)-2-phenylethenyl]phenyl}-1,2-pyrrolidinedicarboxylate). Reagents/catalysts: [Pd] (palladium), catalyst. Solvent: CO (methanol). Run at time 4 hour. The product is C1(=CC=CC=C1)CCC1=CC=C(C=C1)[C@H]1CC[C@H](N1C(=O)OC(C)(C)C)C(=O)OC (1-(1,1-dimethylethyl) 2-methyl (2S,5R)-5-[4-(2-phenylethyl)phenyl]-1,2-pyrrolidinedicarboxylate). Isolated yield 91.6%. Reaction SMILES: [C:1]1(/[CH:7]=[CH:8]/[C:9]2[CH:14]=[CH:13][C:12]([C@@H:15]3[N:19]([C:20]([O:22][C:23]([CH3:26])([CH3:25])[CH3:24])=[O:21])[C@H:18]([C:27]([O:29][CH3:30])=[O:28])[CH2:17][CH2:16]3)=[CH:11][CH:10]=2)[CH:6]=[CH:5][CH:4]=[CH:3][CH:2]=1>CO.[Pd]>[C:1]1([CH2:7][CH2:8][C:9]2[CH:14]=[CH:13][C:12]([C@@H:15]3[N:19]([C:20]([O:22][C:23]([CH3:26])([CH3:25])[CH3:24])=[O:21])[C@H:18]([C:27]([O:29][CH3:30])=[O:28])[CH2:17][CH2:16]3)=[CH:11][CH:10]=2)[CH:6]=[CH:5][CH:4]=[CH:3][CH:2]=1. Reported procedure: To a solution of 1-(1,1-dimethylethyl) 2-methyl (2S,5R)-5-{4-[(E)-2-phenylethenyl]phenyl}-1,2-pyrrolidinedicarboxylate (D79, 50 mg, 0.12 mmol) in methanol was added palladium (10 mg, 10 wt. % dry basis on activated carbon) and the mixture was stirred under hydrogen atmosphere (1 atm) for 4 h. A further addition of catalyst (20 mg) was required before the reaction was complete (as shown by HPLC). The catalyst was filtered off, the solvent removed under reduced pressure affording the title compoun... Reactants: CCN=C=NCCCN(C)C, ClCCl, Cl, O=C(O)CN1CCC(c2ccccc2)(c2ccccc2)C1=O, NCc1ncco1. The product is O=C(CN1CCC(c2ccccc2)(c2ccccc2)C1=O)NCc1ncco1. As a reaction SMILES: [CH2:2]([N:3]=[C:4]=[N:5][CH2:6][CH2:7][CH2:8][N:9]([CH3:10])[CH3:11])[CH3:12].[Cl:42][CH2:43][Cl:44].[ClH:1].[O:13]=[C:14]1[N:15]([CH2:31][C:32](=[O:33])[OH:34])[CH2:16][CH2:17][C:18]1([c:19]1[cH:20][cH:21][cH:22][cH:23][cH:24]1)[c:25]1[cH:26][cH:27][cH:28][cH:29][cH:30]1.[o:35]1[c:36]([CH2:40][NH2:41])[n:37][cH:38][cH:39]1>>[O:13]=[C:14]1[N:15]([CH2:31][C:32](=[O:34])[NH:41][CH2:40][c:36]2[o:35][cH:39][cH:38][n:37]2)[CH2:16][CH2:17][C:18]1([c:19]1[cH:20][cH:21][cH:22][cH:23][cH:24]1)[c:25]1[cH:26][cH:27][cH:28][cH:29][cH:30]1. Starting materials: C(C=C)O (allyl alcohol), C(C=C)O (allyl alcohol), CC1=C(C(=CC=C1)C(C)(C)C)O (2-methyl-6-t-butylphenol), CO (methanol). The solvent is C1(=CC=CC=C1)C (toluene), C1(=CC=CC=C1)C (toluene). Reaction conditions: temperature 210 celsius. Yields the product desired product, C(C)(C)(C)C=1C=C(C=C(C1O)C)CCCO (3-(3-t-butyl-4-hydroxy-5-methylphenyl)propanol). Isolated yield 82.0%. RXN SMILES: [CH3:1][C:2]1[CH:7]=[CH:6][CH:5]=[C:4]([C:8]([CH3:11])([CH3:10])[CH3:9])[C:3]=1[OH:12].CO.[CH2:15]([OH:18])[CH:16]=[CH2:17]>C1(C)C=CC=CC=1>[C:8]([C:4]1[CH:5]=[C:6]([CH2:17][CH2:16][CH2:15][OH:18])[CH:7]=[C:2]([CH3:1])[C:3]=1[OH:12])([CH3:9])([CH3:11])[CH3:10]. Reported procedure: To the solution obtained above after hydrogen gas evolution had ceased, 45 g (0.27 mol) of 2-methyl-6-t-butylphenol were added, and then heated under reduced pressure, thereby 15 g (0.47 mol) of methanol were removed from the reaction system. Then, 15.9 g (0.27 mol) of allyl alcohol and 13.5 g (0.15 mol) of toluene were added thereto. The resulting solution after the addition of toluene and allyl alcohol were transferred to a pressure container, and the atmosphere thereof was substituted with ni...